Dataset: the Open Reaction Database (ORD), a public repository of structured organic reaction records. Task: describe an organic reaction: reactants, conditions, products, and yield The reactants are C([O-])([O-])=O.[Na+].[Na+] (sodium carbonate), BrC1=NN=C(N1)C1=CC=C(C=C1)F (3-bromo-5-(4-fluorophenyl)-4H-1,2,4-triazole), FC([C@@]1(N=C(O[C@@H]2C[C@H]12)N)C1=C(C=CC(=C1)B1OC(C(O1)(C)C)(C)C)F)F ((1R,5S,6R)-5-(difluoromethyl)-5-(2-fluoro-5-(4,4,5,5-tetramethyl-1,3,2-dioxaborolan-2-yl)phenyl)-2-oxa-4-azabicyclo[4.1.0]hept-3-en-3-amine), O1CCOCC1 (1,4-dioxane). The reagents and catalysts are C(C)(C)(C)C=1C(=C(C=CC1NC)[Pd]Cl)C(C)(C)C ((di-t-butyl-p-methylaminophenyl]palladium(II) chloride). Run in O (water), O (water). Run at temperature 120 celsius. The product is FC([C@@]1(N=C(O[C@@H]2C[C@H]12)N)C1=C(C=CC(=C1)C1=NN=C(N1)C1=CC=C(C=C1)F)F)F ((1R,5S,6R)-5-(difluoromethyl)-5-(2-fluoro-5-(5-(4-fluorophenyl)-4H-1,2,4-triazol-3-yl)phenyl)-2-oxa-4-azabicyclo[4.1.0]hept-3-en-3-amine). Reaction SMILES: C(=O)([O-])[O-].[Na+].[Na+].Br[C:8]1[NH:12][C:11]([C:13]2[CH:18]=[CH:17][C:16]([F:19])=[CH:15][CH:14]=2)=[N:10][N:9]=1.[F:20][CH:21]([F:46])[C@@:22]1([C:30]2[CH:35]=[C:34](B3OC(C)(C)C(C)(C)O3)[CH:33]=[CH:32][C:31]=2[F:45])[C@@H:28]2[C@@H:26]([CH2:27]2)[O:25][C:24]([NH2:29])=[N:23]1.O1CCOCC1>C(C1C(C(C)(C)C)=C([Pd]Cl)C=CC=1NC)(C)(C)C.O>[F:46][CH:21]([F:20])[C@@:22]1([C:30]2[CH:35]=[C:34]([C:8]3[NH:12][C:11]([C:13]4[CH:18]=[CH:17][C:16]([F:19])=[CH:15][CH:14]=4)=[N:10][N:9]=3)[CH:33]=[CH:32][C:31]=2[F:45])[C@@H:28]2[C@@H:26]([CH2:27]2)[O:25][C:24]([NH2:29])=[N:23]1 |f:0.1.2|. Procedure details: A glass microwave reaction vessel was charged with sodium carbonate (0.171 g, 1.609 mmol), 3-bromo-5-(4-fluorophenyl)-4H-1,2,4-triazole (0.078 g, 0.322 mmol, US20130184248 A1), (1R,5S,6R)-5-(difluoromethyl)-5-(2-fluoro-5-(4,4,5,5-tetramethyl-1,3,2-dioxaborolan-2-yl)phenyl)-2-oxa-4-azabicyclo[4.1.0]hept-3-en-3-amine, 1,4-dioxane (2.5 ml) and water (0.83 ml). The vessel was capped and the solution was degassed by bubbling nitrogen gas through the solution for 10 minutes. Next, 1,1-bis[(di-t-butyl-...